Dataset: the Open Reaction Database (ORD), a public repository of structured organic reaction records. Task: describe an organic reaction: reactants, conditions, products, and yield Reactants: C[C@@H]1N(CCC1=O)C(=O)OCC1=CC=CC=C1 (benzyl (2S)-2-methyl-3-oxopyrrolidine-1-carboxylate), [Cl-].[Ce+3].[Cl-].[Cl-] (cerium chloride), C(C)[Mg]Br.C(C)OCC (ethylmagnesium bromide diethyl ether). The product is C(C)[C@]1([C@@H](N(CC1)C(=O)OCC1=CC=CC=C1)C)O (benzyl (2S,3S)-3-ethyl-3-hydroxy-2-methylpyrrolidine-1-carboxylate), oil. Yield: 58.0%. Reaction SMILES: [Cl-].[Ce+3].[Cl-].[Cl-].[CH2:5]([Mg]Br)[CH3:6].C(OCC)C.[CH3:14][C@H:15]1[C:19](=[O:20])[CH2:18][CH2:17][N:16]1[C:21]([O:23][CH2:24][C:25]1[CH:30]=[CH:29][CH:28]=[CH:27][CH:26]=1)=[O:22]>>[CH2:15]([C@:19]1([OH:20])[CH2:18][CH2:17][N:16]([C:21]([O:23][CH2:24][C:25]2[CH:30]=[CH:29][CH:28]=[CH:27][CH:26]=2)=[O:22])[C@H:5]1[CH3:6])[CH3:14] |f:0.1.2.3,4.5|. Reported procedure: By an operation in the same manner as in Reference Example 3 and using cerium chloride (7.94 g), 3 mol/L ethylmagnesium bromide-diethyl ether solution (9.46 mL) and benzyl (2S)-2-methyl-3-oxopyrrolidine-1-carboxylate (3.0 g), the title compound was obtained as pale-yellow oil (yield: 1.96 g, yield: 58%). Starting materials: Cl.OCC=1C=C(C(=NC1)C)O (5-hydroxymethyl-2-methyl-3-pyridinol hydrochloride), C(OC)(=O)Cl (methyl chlorocarbonate), ice water. The solvent is N1=CC=CC=C1 (pyridine). Run at time 8 hour. The product is COC(=O)OCC=1C=C(C(=NC1)C)O (5-Methoxycarbonyloxymethyl-2-methyl-3-pyridinol). Reaction SMILES: Cl.[OH:2][CH2:3][C:4]1[CH:5]=[C:6]([OH:11])[C:7]([CH3:10])=[N:8][CH:9]=1.[C:12](Cl)(=[O:15])[O:13][CH3:14]>N1C=CC=CC=1>[CH3:14][O:13][C:12]([O:2][CH2:3][C:4]1[CH:5]=[C:6]([OH:11])[C:7]([CH3:10])=[N:8][CH:9]=1)=[O:15] |f:0.1|. Reported procedure: To a solution of 1.8 g. of 5-hydroxymethyl-2-methyl-3-pyridinol hydrochloride in 10 ml. of pyridine was added 1.0 g. of methyl chlorocarbonate dropwise under cooling. After standing overnight, the reaction mixture was poured into ice water and extracted with ethyl acetate. The extract was washed with water, dried and the solvent was distilled off to give 1.0 g. of an oily substance. The oily substance was purified by column chromatography (silica gel 20 g.) and 0.6 g. of the desired product as c... Reactants: Brc1cnsc1, COCCOC, COc1ncc(B(O)O)c(OC)n1. Yields the product COc1ncc(-c2cnsc2)c(OC)n1. As a reaction SMILES: [Br:1][c:2]1[cH:3][n:4][s:5][cH:6]1.[CH3:20][O:21][CH2:22][CH2:23][O:24][CH3:25].[CH3:7][O:8][c:9]1[n:10][cH:11][c:12]([B:17]([OH:18])[OH:19])[c:13]([O:15][CH3:16])[n:14]1>>[c:2]1(-[c:12]2[cH:11][n:10][c:9]([O:8][CH3:7])[n:14][c:13]2[O:15][CH3:16])[cH:3][n:4][s:5][cH:6]1. The reactants are C(O)([O-])=O.[Na+] (sodium hydrogen carbonate), Cl.Cl.Cl.ClC=1C=CC(=NC1)NC(=O)C1=C(C2=NC=CC=C2O1)NC(=O)[C@@H]1CC[C@H](CC1)NC (N-(5-Chloropyridin-2-yl)-3-({[trans-4-(methylamino)cyclohexyl]carbonyl}amino)furo[3,2-b]pyridine-2-carboxamide trihydrochloride), C(C)(=O)O[BH-](OC(C)=O)OC(C)=O.[Na+] (sodium triacetoxy borohydride), C(C)(C)(C)OC(=O)NCCC=O (3-t-butoxycarbonylaminopropanal), C(C)OC(CCN)OCC (3-aminopropionaldehyde diethyl acetal). The solvent is C(C)N(CC)CC (triethylamine), C(Cl)(Cl)Cl (chloroform). Yields the product ClC=1C=CC(=NC1)NC(=O)C1=C(C2=NC=CC=C2O1)NC(=O)[C@@H]1CC[C@H](CC1)N(CCCNC(OC(C)(C)C)=O)C (t-Butyl {3-[(trans-4-{[(2-{[(5-chloropyridin-2-yl)amino]-carbonyl}furo[3,2-b]pyridin-3-yl)amino]carbonyl}cyclohexyl)(methyl)amino]propyl}carbamate). Yield: 89.1%. Reaction SMILES: Cl.Cl.Cl.[Cl:4][C:5]1[CH:6]=[CH:7][C:8]([NH:11][C:12]([C:14]2[O:22][C:21]3[C:16](=[N:17][CH:18]=[CH:19][CH:20]=3)[C:15]=2[NH:23][C:24]([C@H:26]2[CH2:31][CH2:30][C@H:29]([NH:32][CH3:33])[CH2:28][CH2:27]2)=[O:25])=[O:13])=[N:9][CH:10]=1.[C:34]([O:38][C:39]([NH:41][CH2:42][CH2:43][CH:44]=O)=[O:40])([CH3:37])([CH3:36])[CH3:35].C(OC(OCC)CCN)C.C(O[BH-](OC(=O)C)OC(=O)C)(=O)C.[Na+].C(=O)([O-])O.[Na+]>C(Cl)(Cl)Cl.C(N(CC)CC)C>[Cl:4][C:5]1[CH:6]=[CH:7][C:8]([NH:11][C:12]([C:14]2[O:22][C:21]3[C:16](=[N:17][CH:18]=[CH:19][CH:20]=3)[C:15]=2[NH:23][C:24]([C@H:26]2[CH2:31][CH2:30][C@H:29]([N:32]([CH3:33])[CH2:44][CH2:43][CH2:42][NH:41][C:39](=[O:40])[O:38][C:34]([CH3:35])([CH3:36])[CH3:37])[CH2:28][CH2:27]2)=[O:25])=[O:13])=[N:9][CH:10]=1 |f:0.1.2.3,6.7,8.9|. Procedure: N-(5-Chloropyridin-2-yl)-3-({[trans-4-(methylamino)cyclohexyl]-carbonyl}amino)furo[3,2-b]pyridine-2-carboxamide trihydrochloride (300 mg) obtained in Example 119 is suspended in chloroform (7 ml). To the suspension are added 3-t-butoxycarbonylaminopropanal (208 mg), which can be prepared from 3-aminopropionaldehyde diethyl acetal in two steps according to the method described in a literature (Synthesis, 1994, 37) and triethylamine (334 μl) under ice-cooling, and the mixture is stirred for a few ... Product: FC=1C=C(C(=O)NC2=CC=C(C3=CC=CC=C23)OC2=NC(=NC=C2)NCCC2N(CCC2)C)C=C(C1)N1CCOCC1 (3-Fluoro-N-{4-[(2-{[2-(1-methylpyrrolidin-2-yl)ethyl]amino}pyrimidin-4-yl)oxy]-1-naphthyl}-5-morpholin-4-ylbenzamide). The reactants are FC=1C=C(C(=O)NC2=CC=C(C3=CC=CC=C23)OC2=NC(=NC=C2)S(=O)(=O)C)C=C(C1)N1CCOCC1 (3-fluoro-N-(4-{[2-(methylsulfonyl)pyrimidin-4-yl]oxy}-1-naphthyl)-5-morpholin-4-ylbenzamide), CN1C(CCC1)CCN (2-(1-methyl-pyrrolidin-2-yl)-ethylamine). Procedure: Compound is prepared from 3-fluoro-N-(4-{[2-(methylsulfonyl)pyrimidin-4-yl]oxy}-1-naphthyl)-5-morpholin-4-ylbenzamide and 2-(1-methyl-pyrrolidin-2-yl)-ethylamine according to conditions described in general procedure C. Mp: 100-101° C., 1H NMR (400 MHz, DMSO-d6) δ 1.33-2.17 (m, 12 H), 2.88 (s, 2 H), 3.26 (t, J=4.4 Hz, 4 H), 3.77 (t, J=4.8 Hz, 4 H), 6.17-6.32 (bd, 1 H), 7.02-7.06 (m, 1 H), 7.12 (s, 1 H), 7.27 (d, J=8.7 Hz, 1 H), 7.40 (d, J=8.0 Hz, 1 H), 7.48 (s, 1 H), 7.55-7.61 (m, 3H), 7.82 (d, ... RXN SMILES: [F:1][C:2]1[CH:3]=[C:4]([CH:29]=[C:30]([N:32]2[CH2:37][CH2:36][O:35][CH2:34][CH2:33]2)[CH:31]=1)[C:5]([NH:7][C:8]1[C:17]2[C:12](=[CH:13][CH:14]=[CH:15][CH:16]=2)[C:11]([O:18][C:19]2[CH:24]=[CH:23][N:22]=[C:21](S(C)(=O)=O)[N:20]=2)=[CH:10][CH:9]=1)=[O:6].[CH3:38][N:39]1[CH2:43][CH2:42][CH2:41][CH:40]1[CH2:44][CH2:45][NH2:46]>>[F:1][C:2]1[CH:3]=[C:4]([CH:29]=[C:30]([N:32]2[CH2:37][CH2:36][O:35][CH2:34][CH2:33]2)[CH:31]=1)[C:5]([NH:7][C:8]1[C:17]2[C:12](=[CH:13][CH:14]=[CH:15][CH:16]=2)[C:11]([O:18][C:19]2[CH:24]=[CH:23][N:22]=[C:21]([NH:46][CH2:45][CH2:44][CH:40]3[CH2:41][CH2:42][CH2:43][N:39]3[CH3:38])[N:20]=2)=[CH:10][CH:9]=1)=[O:6]. The reactants are CC1CN(c2nnc(-c3ccccc3)c3ccccc23)CCN1, CCOC(C)=O, CCN(C(C)C)C(C)C, CN(C)C=O, O=S(=O)(Cl)c1ccccc1. Reaction SMILES: [CH3:1][CH:2]1[CH2:3][N:4]([c:8]2[n:9][n:10][c:11](-[c:18]3[cH:19][cH:20][cH:21][cH:22][cH:23]3)[c:12]3[cH:13][cH:14][cH:15][cH:16][c:17]23)[CH2:5][CH2:6][NH:7]1.[CH3:48][CH2:49][O:50][C:51](=[O:52])[CH3:53].[CH:39]([N:40]([CH2:41][CH3:42])[CH:43]([CH3:44])[CH3:45])([CH3:46])[CH3:47].[O:34]=[CH:35][N:36]([CH3:37])[CH3:38].[c:24]1([S:30](=[O:31])(=[O:32])[Cl:33])[cH:25][cH:26][cH:27][cH:28][cH:29]1>>[CH3:1][CH:2]1[CH2:3][N:4]([c:8]2[n:9][n:10][c:11](-[c:18]3[cH:19][cH:20][cH:21][cH:22][cH:23]3)[c:12]3[cH:13][cH:14][cH:15][cH:16][c:17]23)[CH2:5][CH2:6][N:7]1[S:30]([c:24]1[cH:25][cH:26][cH:27][cH:28][cH:29]1)(=[O:31])=[O:32]. The product is CC1CN(c2nnc(-c3ccccc3)c3ccccc23)CCN1S(=O)(=O)c1ccccc1. Starting materials: COC(=O)C(N)CO, COC(=O)Cl, Cl, [Na+], [OH-], O. Product: COC(=O)NC(CO)C(=O)OC. RXN SMILES: [CH3:2][O:3][C:4]([CH:5]([NH2:6])[CH2:7][OH:8])=[O:9].[Cl:10][C:11](=[O:12])[O:13][CH3:14].[ClH:1].[Na+:16].[OH-:15].[OH2:17]>>[CH3:2][O:3][C:4]([CH:5]([NH:6][C:11](=[O:12])[O:13][CH3:14])[CH2:7][OH:8])=[O:9]. The reactants are Ethyl 2-chloroethanimidoate hydrochloride (ethyl chloroacetimidate hydrochloride), NC=1C=2N(C(=C(C1NCCCCNC(OC(C)(C)C)=O)C)C)N=NN2 (tert-butyl 4-[(8-amino-5,6-dimethyltetraazolo[1,5-a]pyridin-7-yl)amino]butylcarbamate), C(Cl)(Cl)Cl (chloroform), C([O-])(O)=O.[Na+] (sodium bicarbonate). Reaction conditions: time 3 day. The product is ClCC=1N(C2=C(C=3N(C(=C2C)C)N=NN3)N1)CCCCNC(OC(C)(C)C)=O (tert-butyl 4-[8-(chloromethyl)-5,6-dimethyl-7H-imidazo[4,5-c]tetraazolo[1,5-a]pyridin-7-yl]butylcarbamate). RXN SMILES: [NH2:1][C:2]1[C:3]2[N:4]([N:23]=[N:24][N:25]=2)[C:5]([CH3:22])=[C:6]([CH3:21])[C:7]=1[NH:8][CH2:9][CH2:10][CH2:11][CH2:12][NH:13][C:14](=[O:20])[O:15][C:16]([CH3:19])([CH3:18])[CH3:17].[C:26](=O)(O)[O-].[Na+].[CH:31]([Cl:34])(Cl)Cl>>[Cl:34][CH2:31][C:26]1[N:8]([CH2:9][CH2:10][CH2:11][CH2:12][NH:13][C:14](=[O:20])[O:15][C:16]([CH3:17])([CH3:18])[CH3:19])[C:7]2[C:6]([CH3:21])=[C:5]([CH3:22])[N:4]3[N:23]=[N:24][N:25]=[C:3]3[C:2]=2[N:1]=1 |f:1.2|. Procedure details: Ethyl 2-chloroethanimidoate hydrochloride (ethyl chloroacetimidate hydrochloride) (2.58 g, 16.4 mmol) was added to a solution of tert-butyl 4-[(8-amino-5,6-dimethyltetraazolo[1,5-a]pyridin-7-yl)amino]butylcarbamate (3.80 g, 10.9 mmol) in chloroform (75 mL). The solution was stirred for 3 days, then saturated aqueous sodium bicarbonate (40 mL) was added. The aqueous phase was extracted with chloroform (3×40 mL). The organic phases were combined, washed with water (2×20 mL) and saturated aqueous s... Reactants: O=C1CCC(=O)N1Br, CC(C)(C)OC(=O)c1ccc2c(C3CCCCC3)c[nH]c2c1. Product: CC(C)(C)OC(=O)c1ccc2c(C3CCCCC3)c(Br)[nH]c2c1. Reaction SMILES: [Br:1][N:2]1[C:3](=[O:4])[CH2:5][CH2:6][C:7]1=[O:8].[CH:9]1([c:15]2[cH:16][nH:17][c:18]3[cH:19][c:20]([C:24](=[O:25])[O:26][C:27]([CH3:28])([CH3:29])[CH3:30])[cH:21][cH:22][c:23]23)[CH2:10][CH2:11][CH2:12][CH2:13][CH2:14]1>>[Br:1][c:16]1[c:15]([CH:9]2[CH2:10][CH2:11][CH2:12][CH2:13][CH2:14]2)[c:23]2[c:18]([nH:17]1)[cH:19][c:20]([C:24](=[O:25])[O:26][C:27]([CH3:28])([CH3:29])[CH3:30])[cH:21][cH:22]2.